describe an organic reaction: reactants, conditions, products, and yield From a dataset of the Open Reaction Database (ORD), a public repository of structured organic reaction records. The reactants are P(OCC)(OCC)(=O)NN (diethyl phosphorohydrazidate), CC(=O)C1=CC=C(C=C1)OC (4-methoxyacetophenone), C1=CC=CC=C1 (benzene). Run at temperature 115 celsius. The product is C(C)OP(=O)(OCC)NN=C(COC)C1=CC=CC=C1 (methoxyacetophenone (diethoxyphosphinyl)hydrazone). RXN SMILES: [P:1]([NH:9][NH2:10])(=[O:8])([O:5][CH2:6][CH3:7])[O:2][CH2:3][CH3:4].CC(C1C=C[C:17]([O:20][CH3:21])=[CH:16]C=1)=O.[CH:22]1[CH:27]=[CH:26][CH:25]=[CH:24][CH:23]=1>>[CH2:3]([O:2][P:1]([NH:9][N:10]=[C:16]([C:22]1[CH:27]=[CH:26][CH:25]=[CH:24][CH:23]=1)[CH2:17][O:20][CH3:21])([O:5][CH2:6][CH3:7])=[O:8])[CH3:4]. Procedure details: In experimental work involving the preparation of the bromo-methoxy substituted azine, diethyl phosphorohydrazidate was prepared by reaction of diethyl phosphite and hydrazine hydrate in accordance with the following protocol. Hydrazine hydrate (0.13 mol) was added dropwise to a stirred mixture of CCl4 (40 cm3), CH2Cl2 (70 cm3), anhydrous K2CO3 (0.10 mol ) and triethylbenzylammonium chloride (0.66 mmol). The addition was carried out at 20-25° C., and the solution was stirred for 15 min at room t... Starting materials: Cl.C(C1=CC=CC=C1)N1C=NC=C1CCCC(C1=CC=CC=C1)C1=CC=CC=C1 (1-benzyl-5-(4,4-diphenylbutyl)-1H-imidazole hydrochloride), Cl (hydrochloric acid), [H][H] (hydrogen). Reagents/catalysts: [Pd] (Pd/C). The solvent is C(C)O (ethanol). Product: C1(=CC=CC=C1)C(CCCC=1N=CNC1)C1=CC=CC=C1 (4-(4,4-diphenylbutyl)-1H-imidazole). RXN SMILES: Cl.C([N:9]1[C:13]([CH2:14][CH2:15][CH2:16][CH:17]([C:24]2[CH:29]=[CH:28][CH:27]=[CH:26][CH:25]=2)[C:18]2[CH:23]=[CH:22][CH:21]=[CH:20][CH:19]=2)=[CH:12][N:11]=[CH:10]1)C1C=CC=CC=1.Cl.[H][H]>[Pd].C(O)C>[C:24]1([CH:17]([C:18]2[CH:19]=[CH:20][CH:21]=[CH:22][CH:23]=2)[CH2:16][CH2:15][CH2:14][C:13]2[N:9]=[CH:10][NH:11][CH:12]=2)[CH:25]=[CH:26][CH:27]=[CH:28][CH:29]=1 |f:0.1|. Procedure details: 1-benzyl-5-(4,4-diphenylbutyl)-1H-imidazole hydrochloride (0,6 g) is hydrogenated in the mixture of 20 ml of 2N hydrochloric acid and 10 ml of ethanol at 80° C. Pd/C (10%) as catalyst. When the uptake of the hydrogen ceases, the reaction mixture is cooled, filtered and evaporated to dryness. Water is added and the mixture is made alkaline with sodium hydroxide. The product is then extracted to methylene chloride which is washed with water, dried with sodium sulphate and evaporated to dryness. Th... Reactants: O=C([O-])O, CCOC(C)=O, Nc1cccc(C(F)(F)F)c1, [Na+], O, COCCNc1nonc1C(Cl)=NO. Yields the product COCCNc1nonc1C(=NO)Nc1cccc(C(F)(F)F)c1. Reaction SMILES: [C:26](=[O:27])([OH:28])[O-:29].[CH3:31][CH2:32][O:33][C:34](=[O:35])[CH3:36].[F:15][C:16]([c:17]1[cH:18][c:19]([NH2:20])[cH:21][cH:22][cH:23]1)([F:24])[F:25].[Na+:30].[OH2:37].[OH:1][N:2]=[C:3]([c:4]1[n:5][o:6][n:7][c:8]1[NH:9][CH2:10][CH2:11][O:12][CH3:13])[Cl:14]>>[OH:1][N:2]=[C:3]([c:4]1[n:5][o:6][n:7][c:8]1[NH:9][CH2:10][CH2:11][O:12][CH3:13])[NH:20][c:19]1[cH:18][c:17]([C:16]([F:15])([F:24])[F:25])[cH:23][cH:22][cH:21]1.